This data is from the Open Reaction Database (ORD), a public repository of structured organic reaction records. The task is: describe an organic reaction: reactants, conditions, products, and yield The reactants are C1CCNCC1, Clc1ccc2c(c1)CC1(CCN(Cc3ccccc3)C1)O2, CO, CCO, Cc1ccccc1, CCOC(=O)Cl, ClCCl, [K+], [NH4+], [OH-], [OH-], O. Product: Clc1ccc2c(c1)CC1(CCNC1)O2. Reaction SMILES: [CH2:1]1[CH2:2][CH2:3][NH:4][CH2:5][CH2:6]1.[CH2:7]([c:8]1[cH:9][cH:10][cH:11][cH:12][cH:13]1)[N:14]1[CH2:15][C:16]2([O:17][c:18]3[c:19]([cH:21][c:22]([Cl:25])[cH:23][cH:24]3)[CH2:20]2)[CH2:26][CH2:27]1.[CH3:41][OH:42].[CH3:43][CH2:44][OH:45].[CH3:47][c:48]1[cH:49][cH:50][cH:51][cH:52][cH:53]1.[Cl:28][C:29]([O:30][CH2:31][CH3:32])=[O:33].[Cl:36][CH2:37][Cl:38].[K+:35].[NH4+:39].[OH-:34].[OH-:40].[OH2:46]>>[NH:14]1[CH2:15][C:16]2([O:17][c:18]3[c:19]([cH:21][c:22]([Cl:25])[cH:23][cH:24]3)[CH2:20]2)[CH2:26][CH2:27]1.